The task is: describe an organic reaction: reactants, conditions, products, and yield. This data is from the Open Reaction Database (ORD), a public repository of structured organic reaction records. The yield is 76.4%. Solvent: C1CCOC1 (THF), C(Cl)Cl (DCM). The reactants are NC=1C=C(OC2=CC(=NC=N2)NC(=O)C2CC2)C=CC1F (N-[6-(3-amino-4-fluoro-phenoxy)pyrimidin-4-yl]cyclopropanecarboxamide), ClC1=C(C=C(C=C1)N=C=O)C(F)(F)F (4-chloro-3-(trifluoromethyl)phenyl isocynate). As a reaction SMILES: [NH2:1][C:2]1[CH:3]=[C:4]([CH:18]=[CH:19][C:20]=1[F:21])[O:5][C:6]1[N:11]=[CH:10][N:9]=[C:8]([NH:12][C:13]([CH:15]2[CH2:17][CH2:16]2)=[O:14])[CH:7]=1.[Cl:22][C:23]1[CH:28]=[CH:27][C:26]([N:29]=[C:30]=[O:31])=[CH:25][C:24]=1[C:32]([F:35])([F:34])[F:33]>C1COCC1.C(Cl)Cl>[Cl:22][C:23]1[CH:28]=[CH:27][C:26]([NH:29][C:30]([NH:1][C:2]2[CH:3]=[C:4]([CH:18]=[CH:19][C:20]=2[F:21])[O:5][C:6]2[N:11]=[CH:10][N:9]=[C:8]([NH:12][C:13]([CH:15]3[CH2:17][CH2:16]3)=[O:14])[CH:7]=2)=[O:31])=[CH:25][C:24]=1[C:32]([F:33])([F:34])[F:35]. Product: ClC1=C(C=C(C=C1)NC(=O)NC=1C=C(OC2=CC(=NC=N2)NC(=O)C2CC2)C=CC1F)C(F)(F)F (N-[6-[3-[[4-chloro-3-(trifluoromethyl)phenyl]carbamoyl-amino]-4-fluoro-phenoxy]pyrimidin-4-yl]cyclopropanecarboxamide). Reported procedure: Dissolve N-[6-(3-amino-4-fluoro-phenoxy)pyrimidin-4-yl]cyclopropanecarboxamide (400 mg, 1.4 mmol) in THF (4 mL) and DCM (10 mL), add 4-chloro-3-(trifluoromethyl)phenyl isocynate (1.4 g, 6.3 mmol). Stir the reaction at room temperature overnight. Filter and collect the solid to get the title compound (545 mg, 77%). MS: (M+1): 510.2. The reactants are acid, Cl.COC=1C=C(C=CC1OCCN1CCCC1)N1C(C2=CC=C(C=C2C1=O)OC1=CC=CC=C1)=O (2-[3-Methoxy-4-(2-pyrrolidin-1-yl-ethoxy)-phenyl]-5-phenoxy-isoindole-1,3-dione hydrochloride), C1(CCCCC1)N=C=N (N-cyclohexylcarbodiimide), CN(C)C=O (DMF). Solvent: ClCCl (dichloromethane). Yields the product COC=1C=C(C=CC1OCCN1CCCC1)N1C(C2=CC=C(C=C2C1=O)OCC=C(C)C)=O (2-[3-Methoxy-4-(2-pyrrolidin-1-ylethoxy)phenyl]-5-(3-methylbut-2-enyloxy)isoindol-1,3-dione). Reaction SMILES: Cl.[CH3:2][O:3][C:4]1[CH:5]=[C:6]([N:18]2[C:26](=[O:27])[C:25]3[C:20](=[CH:21][CH:22]=[C:23]([O:28][C:29]4[CH:34]=CC=CC=4)[CH:24]=3)[C:19]2=[O:35])[CH:7]=[CH:8][C:9]=1[O:10][CH2:11][CH2:12][N:13]1[CH2:17][CH2:16][CH2:15][CH2:14]1.[CH:36]1(N=C=N)[CH2:41]CCC[CH2:37]1.CN(C=O)C>ClCCl>[CH3:2][O:3][C:4]1[CH:5]=[C:6]([N:18]2[C:26](=[O:27])[C:25]3[C:20](=[CH:21][CH:22]=[C:23]([O:28][CH2:29][CH:34]=[C:36]([CH3:41])[CH3:37])[CH:24]=3)[C:19]2=[O:35])[CH:7]=[CH:8][C:9]=1[O:10][CH2:11][CH2:12][N:13]1[CH2:17][CH2:16][CH2:15][CH2:14]1 |f:0.1|. Procedure: A mixture of this acid (67 mg, 0.27 mmol), 3-methoxy-4-(2-pyrrolidin-1-yl-ethoxy)-phenylamine [Example A4] (67 mg, 0.28 mmol) and N-cyclohexylcarbodiimide resin (1.69 mol. eq./g, 0.46 g, 0.78 mmol) was stirred in a 50:50 mixture of DMF and dichloromethane (1.5 ml) at room temperature under argon for 16 h. The mixture was filtered through filter-aid and the resin washed several times with dichloromethane. The filtrate was evaporated and the crude residue purified by flash chromatography on silica... Reactants: ClCc1ccc2c(c1)OCO2, COC(=O)C1=C(O)c2ccccc2S(=O)(=O)N1, CCOC(C)=O, [H-], [Na+], CN(C)C=O. Yields the product COC(=O)C1=C(O)c2ccccc2S(=O)(=O)N1Cc1ccc2c(c1)OCO2. Reaction SMILES: [CH2:20]1[O:21][c:22]2[cH:23][c:24]([CH2:25][Cl:26])[cH:27][cH:28][c:29]2[O:30]1.[CH3:1][O:2][C:3](=[O:4])[C:5]1=[C:10]([OH:11])[c:9]2[c:8]([cH:15][cH:14][cH:13][cH:12]2)[S:7](=[O:16])(=[O:17])[NH:6]1.[CH3:36][CH2:37][O:38][C:39](=[O:40])[CH3:41].[H-:18].[Na+:19].[O:31]=[CH:32][N:33]([CH3:34])[CH3:35]>>[CH3:1][O:2][C:3](=[O:4])[C:5]1=[C:10]([OH:11])[c:9]2[c:8]([cH:15][cH:14][cH:13][cH:12]2)[S:7](=[O:16])(=[O:17])[N:6]1[CH2:25][c:24]1[cH:23][c:22]2[c:29]([cH:28][cH:27]1)[O:30][CH2:20][O:21]2. Reactants: CN(C)C=C1C(OC(=CC1=O)C)=O (3-Dimethylaminomethylene-6-methyl-pyran-2,4-dione), C(C)(C)N (isopropylamine), CC(C)([O-])C.[Na+] (sodium tert-butoxide). Solvent: C(C)O (ethanol). The product is C(C)(C)N1C=C(C(C=C1C)=O)C(=O)O (1-Isopropyl-6-methyl-4-oxo-1,4-dihydro-pyridine-3-carboxylic acid). Reaction SMILES: CN([CH:4]=[C:5]1[C:10](=[O:11])[CH:9]=[C:8]([CH3:12])[O:7][C:6]1=[O:13])C.[CH:14]([NH2:17])([CH3:16])[CH3:15].CC(C)([O-])C.[Na+]>C(O)C>[CH:14]([N:17]1[C:8]([CH3:12])=[CH:9][C:10](=[O:11])[C:5]([C:6]([OH:13])=[O:7])=[CH:4]1)([CH3:16])[CH3:15] |f:2.3|. Procedure details: A solution of 3-dimethylaminomethylene-6-methyl-pyran-2,4-dione (preparation 3a, 10.00 g, 38.6 mmol based on 70% purity), isopropylamine (5.00 mL, 58.4 mmol) and sodium tert-butoxide (5.50 g, 57.2 mmol) in ethanol (20 mL) is heated for 18 h at 90° C. The reaction mixture is evaporated under reduced pressure, treated with water and extracted with dichloromethane. The aqueous layer is acidified with 4 N aqueous HCl and extracted with dichloromethane. The combined organic layer is washed with water... Reactants: N1CCCCC1 (Piperidine), CS(=O)(=O)OCC(C)N1C2=CC=CC=C2SC=2C=CC(=CC12)C#N (2-(2-cyano-10-phenothiazinyl)-1-propyl methanesulphonate). Procedure details: Piperidine (19.8 cc) is added to a suspension of 2-(2-cyano-10-phenothiazinyl)-1-propyl methanesulphonate (36.05 g) in xylene (360 cc). The mixture is brought to reflux for 19 hours. After being cooled, the mixture is washed with distilled water (6×150 cc). The organic phase is dried over magnesium sulphate, filtered and concentrated to dryness at 50° C. under reduced pressure (30 mm Hg; 4 kPa). The residue is purified by chromatography on a column (height: 96 cm; diameter: 4.8 cm) of silica gel... Product: N1(CCCCC1)CC(C)N1C2=CC=CC=C2SC=2C=CC(=CC12)C#N (10-[(2RS)-1-piperidino-2-propyl]-2-phenothiazinecarbonitrile). Reaction SMILES: [NH:1]1[CH2:6][CH2:5][CH2:4][CH2:3][CH2:2]1.CS(O[CH2:12][CH:13]([N:15]1[C:28]2[CH:27]=[C:26]([C:29]#[N:30])[CH:25]=[CH:24][C:23]=2[S:22][C:21]2[C:16]1=[CH:17][CH:18]=[CH:19][CH:20]=2)[CH3:14])(=O)=O>C1(C)C(C)=CC=CC=1>[N:1]1([CH2:14][CH:13]([N:15]2[C:28]3[CH:27]=[C:26]([C:29]#[N:30])[CH:25]=[CH:24][C:23]=3[S:22][C:21]3[C:16]2=[CH:17][CH:18]=[CH:19][CH:20]=3)[CH3:12])[CH2:6][CH2:5][CH2:4][CH2:3][CH2:2]1. The solvent is C=1(C(=CC=CC1)C)C (xylene).